This data is from the Open Reaction Database (ORD), a public repository of structured organic reaction records. The task is: describe an organic reaction: reactants, conditions, products, and yield Starting materials: BrCC1CCOCC1, O=C([O-])[O-], COc1nc2c(N)nc(OCCC3CC3)nc2[nH]1, O=C(O)C(F)(F)F, [K+], [K+], CN(C)C=O. Product: COc1nc2c(N)nc(OCCC3CC3)nc2n1CC1CCOCC1. RXN SMILES: [Br:32][CH2:33][CH:34]1[CH2:35][CH2:36][O:37][CH2:38][CH2:39]1.[C:26](=[O:27])([O-:28])[O-:29].[CH:8]1([CH2:11][CH2:12][O:13][c:14]2[n:15][c:16]([NH2:25])[c:17]3[n:18][c:19]([O:23][CH3:24])[nH:20][c:21]3[n:22]2)[CH2:9][CH2:10]1.[F:1][C:2]([F:3])([F:4])[C:5]([OH:6])=[O:7].[K+:30].[K+:31].[O:40]=[CH:41][N:42]([CH3:43])[CH3:44]>>[CH:8]1([CH2:11][CH2:12][O:13][c:14]2[n:15][c:16]([NH2:25])[c:17]3[n:18][c:19]([O:23][CH3:24])[n:20]([CH2:33][CH:34]4[CH2:35][CH2:36][O:37][CH2:38][CH2:39]4)[c:21]3[n:22]2)[CH2:9][CH2:10]1. Reactants: CCOC(=O)CC(C)=O, C1CO1, CCOC(C)=O, O, OCCO, O=S(=O)(O)O. Product: CC(=O)C1CCOC1=O. As a reaction SMILES: [C:1]([CH2:2][C:3](=[O:4])[CH3:5])(=[O:6])[O:7][CH2:8][CH3:9].[CH2:10]1[O:11][CH2:12]1.[CH3:23][CH2:24][O:25][C:26](=[O:27])[CH3:28].[OH2:18].[OH:19][CH2:20][CH2:21][OH:22].[S:13](=[O:14])(=[O:15])([OH:16])[OH:17]>>[C:1]1(=[O:6])[CH:2]([C:3](=[O:4])[CH3:5])[CH2:9][CH2:8][O:7]1.